From a dataset of the Open Reaction Database (ORD), a public repository of structured organic reaction records. describe an organic reaction: reactants, conditions, products, and yield The reactants are C(C1=CC=CC=C1)C=1SC(=CN1)CO ((2-benzyl-5-thiazolyl)-methanol), CC1([C@@H]([C@@H]1C=C(Br)Br)C(=O)Cl)C ((1R,3R) 2,2-dimethyl-3-(2,2-dibromoethenyl)-cyclopropane-carboxylic acid chloride), Cl (hydrochloric acid). Run in C1=CC=CC=C1 (benzene), N1=CC=CC=C1 (pyridine), C1=CC=CC=C1 (benzene). Run at temperature 20 celsius, time 17 hour. Yields the product CC1([C@@H]([C@@H]1C=C(Br)Br)C(=O)OCC1=CN=C(S1)CC1=CC=CC=C1)C ((2-benzyl-5-thiazolyl)-methyl (1R,3R) 2,2-dimethyl-3-[2,2-dibromoethenyl]-cyclopropane-1-carboxylate). Yield: 74.6%. Reaction SMILES: [CH3:1][C:2]1([CH3:12])[C@@H:4]([CH:5]=[C:6]([Br:8])[Br:7])[C@H:3]1[C:9](Cl)=[O:10].[CH2:13]([C:20]1[S:21][C:22]([CH2:25][OH:26])=[CH:23][N:24]=1)[C:14]1[CH:19]=[CH:18][CH:17]=[CH:16][CH:15]=1.Cl>C1C=CC=CC=1.N1C=CC=CC=1>[CH3:1][C:2]1([CH3:12])[C@@H:4]([CH:5]=[C:6]([Br:8])[Br:7])[C@H:3]1[C:9]([O:26][CH2:25][C:22]1[S:21][C:20]([CH2:13][C:14]2[CH:19]=[CH:18][CH:17]=[CH:16][CH:15]=2)=[N:24][CH:23]=1)=[O:10]. Reported procedure: A solution of 1.26 g of (1R,3R) 2,2-dimethyl-3-(2,2-dibromoethenyl)-cyclopropane-carboxylic acid chloride in 8 ml of benzene was added with stirring at 5° C. to a solution of 0.8 g of (2-benzyl-5-thiazolyl)-methanol in 8 ml of benzene and 0.8 ml of pyridine and the mixture was stirred at 20° C. for 17 hours and was poured into aqueous 2N hydrochloric acid solution with stirring. The decanted organic phase was washed with water and evaporated to dryness under reduced pressure. The residue was chr... The reactants are CN(C)C=O, [Cl-], O=C(O)c1cnccc1C(F)(F)F, [H-], Cc1cc(N)on1, [Na+]. Yields the product Cc1cc(NC(=O)c2cnccc2C(F)(F)F)on1. Reaction SMILES: [CH3:24][N:25]([CH3:26])[CH:27]=[O:28].[Cl-:10].[F:11][C:12]([c:13]1[cH:14][cH:15][n:16][cH:17][c:18]1[C:19](=[O:20])[OH:21])([F:22])[F:23].[H-:8].[NH2:1][c:2]1[cH:3][c:4]([CH3:7])[n:5][o:6]1.[Na+:9]>>[NH:1]([c:2]1[cH:3][c:4]([CH3:7])[n:5][o:6]1)[C:19]([c:18]1[c:13]([C:12]([F:11])([F:22])[F:23])[cH:14][cH:15][n:16][cH:17]1)=[O:20]. Reactants: C, [O-][n+]1c(CCCCCCCCCCCO)cc(OCc2ccccc2)c2ccccc21, CO, [Pd]. Reaction SMILES: [C:34].[CH2:1]([c:2]1[cH:3][cH:4][cH:5][cH:6][cH:7]1)[O:8][c:9]1[cH:10][c:11]([CH2:20][CH2:21][CH2:22][CH2:23][CH2:24][CH2:25][CH2:26][CH2:27][CH2:28][CH2:29][CH2:30][OH:31])[n+:12]([O-:19])[c:13]2[cH:14][cH:15][cH:16][cH:17][c:18]12.[CH3:32][OH:33].[Pd:35]>>[OH:8][c:9]1[cH:10][c:11]([CH2:20][CH2:21][CH2:22][CH2:23][CH2:24][CH2:25][CH2:26][CH2:27][CH2:28][CH2:29][CH2:30][OH:31])[n+:12]([O-:19])[c:13]2[cH:14][cH:15][cH:16][cH:17][c:18]12. The product is [O-][n+]1c(CCCCCCCCCCCO)cc(O)c2ccccc21. The reactants are CC(=O)O, CCO, COC(=O)c1ccc2nc(C)n(Cc3ccc([N+](=O)[O-])cc3Cl)c2n1, [Fe]. The product is COC(=O)c1ccc2nc(C)n(Cc3ccc(N)cc3Cl)c2n1. As a reaction SMILES: [CH3:26][C:27](=[O:28])[OH:29].[CH3:30][CH2:31][OH:32].[Cl:1][c:2]1[c:3]([CH2:4][n:5]2[c:6]([CH3:18])[n:7][c:8]3[c:9]2[n:10][c:11]([C:14](=[O:15])[O:16][CH3:17])[cH:12][cH:13]3)[cH:19][cH:20][c:21]([N+:23]([O-:24])=[O:25])[cH:22]1.[Fe:33]>>[Cl:1][c:2]1[c:3]([CH2:4][n:5]2[c:6]([CH3:18])[n:7][c:8]3[c:9]2[n:10][c:11]([C:14](=[O:15])[O:16][CH3:17])[cH:12][cH:13]3)[cH:19][cH:20][c:21]([NH2:23])[cH:22]1. The reactants are OC1=C(C=C(C=C1)CC(=O)OCC)SC(F)(F)F (ethyl 4-hydroxy-3-trifluoromethylthiophenylacetate), ClCC1=NC2=CC=CC=C2C=C1 (2-chloromethylquinoline), [OH-].[Na+] (sodium hydroxide). Yields the product FC(SC=1C=C(C=CC1OCC1=NC2=CC=CC=C2C=C1)CC(=O)OCC)(F)F (Ethyl 2-[3-trifluoromethylthio-4-(quinolin-2-yl-methoxy)phenyl]acetate). Reaction SMILES: [OH:1][C:2]1[CH:7]=[CH:6][C:5]([CH2:8][C:9]([O:11][CH2:12][CH3:13])=[O:10])=[CH:4][C:3]=1[S:14][C:15]([F:18])([F:17])[F:16].Cl[CH2:20][C:21]1[CH:30]=[CH:29][C:28]2[C:23](=[CH:24][CH:25]=[CH:26][CH:27]=2)[N:22]=1.[OH-].[Na+]>>[F:17][C:15]([F:18])([F:16])[S:14][C:3]1[CH:4]=[C:5]([CH2:8][C:9]([O:11][CH2:12][CH3:13])=[O:10])[CH:6]=[CH:7][C:2]=1[O:1][CH2:20][C:21]1[CH:30]=[CH:29][C:28]2[C:23](=[CH:24][CH:25]=[CH:26][CH:27]=2)[N:22]=1 |f:2.3|. Procedure: In analogy to the procedure of Example XIV, the title compound is prepared from 10 g (0.036 mol) of ethyl 4-hydroxy-3-trifluoromethylthiophenylacetate, 7.7 g (0.036 mol) of 2-chloromethylquinoline and 2.88 g (0.072 mol) of sodium hydroxide. The reactants are C1=CC(=C[N+](=C1)[C@H]2[C@@H]([C@@H]([C@H](O2)COP(=O)(O)OP(=O)(O)OC[C@@H]3[C@H]([C@H]([C@@H](O3)N4C=NC5=C4N=CN=C5N)O)O)O)O)C(=O)N (NAD+), O=C[C@H](O)[C@@H](O)[C@H](O)[C@H](O)CO (glucose). Run in C(C(CO)(CO)N)O (Tris). Yields the product C=1N=C(C2=C(N1)N(C=N2)[C@H]3[C@@H]([C@@H]([C@H](O3)COP(=O)(O)OP(=O)(O)OC[C@@H]4[C@H]([C@H]([C@@H](O4)N5C=CCC(=C5)C(=O)N)O)O)O)O)N (NADH). Reaction SMILES: [CH:1]1[CH:6]=[N+:5]([C@@H:7]2[O:11][C@H:10]([CH2:12][O:13][P:14]([O:17][P:18]([O:21][CH2:22][C@H:23]3[O:27][C@@H:26]([N:28]4[C:32]5[N:33]=[CH:34][N:35]=[C:36]([NH2:37])[C:31]=5[N:30]=[CH:29]4)[C@H:25]([OH:38])[C@@H:24]3[OH:39])([OH:20])=[O:19])([OH:16])=[O:15])[C@@H:9]([OH:40])[C@H:8]2[OH:41])[CH:4]=[C:3]([C:42]([NH2:44])=[O:43])[CH:2]=1.O=C[C@@H]([C@H]([C@@H]([C@@H](CO)O)O)O)O>C(O)C(N)(CO)CO>[CH:34]1[N:35]=[C:36]([NH2:37])[C:31]2[N:30]=[CH:29][N:28]([C@@H:26]3[O:27][C@H:23]([CH2:22][O:21][P:18]([O:17][P:14]([O:13][CH2:12][C@H:10]4[O:11][C@@H:7]([N:5]5[CH:4]=[C:3]([C:42]([NH2:44])=[O:43])[CH2:2][CH:1]=[CH:6]5)[C@H:8]([OH:41])[C@@H:9]4[OH:40])([OH:16])=[O:15])([OH:20])=[O:19])[C@@H:24]([OH:39])[C@H:25]3[OH:38])[C:32]=2[N:33]=1. Reported procedure: A mixture of substrate (5 mM), oxidized cofactor NAD+ (100 μM), glucose (20 mM) in 50 mM Tris buffer pH 7.5 (0.8 ml) was admixed with (D)-GDH (10 u), after the enzyme (100-200 μg) had been added, and the reaction was carried out at 30° C. (140 rpm) for 48 hours.